This data is from the Open Reaction Database (ORD), a public repository of structured organic reaction records. The task is: describe an organic reaction: reactants, conditions, products, and yield Reactants: FC1=CC=C(C=C1)N(CC1=CC2=C(NC(=N2)[C@H]2N(CCC2)C([C@H](C(C)(C)O)NC(=O)OC)=O)C=C1)CC1=CC=C(C=C1)NC(=O)[C@@H]1N(CCC1)C(=O)OCC1C2=CC=CC=C2C=2C=CC=CC12 ((R)-(9H-fluoren-9-yl)methyl 2-(4-(((4-fluorophenyl)((2-((S)-1-((S)-3-hydroxy-2-(methoxycarbonylamino)-3-methylbutanoyl)pyrrolidin-2-yl)-1H-benzo[d]imidazol-5-yl)methyl)amino)methyl)phenylcarbamoyl)pyrrolidine-1-carboxylate), C(C)NCC (diethylamine). The solvent is C(C)#N (acetonitrile). Product: FC1=CC=C(C=C1)N(CC1=CC=C(C=C1)NC(=O)[C@@H]1NCCC1)CC1=CC2=C(NC(=N2)[C@H]2N(CCC2)C([C@H](C(C)(C)O)NC(OC)=O)=O)C=C1 (methyl (S)-1-((S)-2-(5-(((4-fluorophenyl)(4-((R)-pyrrolidine-2-carboxamido)benzyl)amino)methyl)-1H-benzo[d]imidazol-2-yl)pyrrolidin-1-yl)-3-hydroxy-3-methyl-1-oxobutan-2-ylcarbamate). As a reaction SMILES: [F:1][C:2]1[CH:7]=[CH:6][C:5]([N:8]([CH2:36][C:37]2[CH:42]=[CH:41][C:40]([NH:43][C:44]([C@H:46]3[CH2:50][CH2:49][CH2:48][N:47]3C(OCC3C4C=CC=CC=4C4C3=CC=CC=4)=O)=[O:45])=[CH:39][CH:38]=2)[CH2:9][C:10]2[CH:35]=[CH:34][C:13]3[NH:14][C:15]([C@@H:17]4[CH2:21][CH2:20][CH2:19][N:18]4[C:22](=[O:33])[C@@H:23]([NH:28][C:29]([O:31][CH3:32])=[O:30])[C:24]([OH:27])([CH3:26])[CH3:25])=[N:16][C:12]=3[CH:11]=2)=[CH:4][CH:3]=1.C(NCC)C>C(#N)C>[F:1][C:2]1[CH:7]=[CH:6][C:5]([N:8]([CH2:9][C:10]2[CH:35]=[CH:34][C:13]3[NH:14][C:15]([C@@H:17]4[CH2:21][CH2:20][CH2:19][N:18]4[C:22](=[O:33])[C@@H:23]([NH:28][C:29](=[O:30])[O:31][CH3:32])[C:24]([OH:27])([CH3:25])[CH3:26])=[N:16][C:12]=3[CH:11]=2)[CH2:36][C:37]2[CH:42]=[CH:41][C:40]([NH:43][C:44]([C@H:46]3[CH2:50][CH2:49][CH2:48][NH:47]3)=[O:45])=[CH:39][CH:38]=2)=[CH:4][CH:3]=1. Reported procedure: The product from Example 99G (0.115 g, 0.127 mmol) was dissolved in acetonitrile (2 mL) at ambient temperature and treated with diethylamine (1 mL) for 1 hour. The solution was concentrated to dryness to give the crude title compound. The reactants are Cc1nc(N2CCc3ccccc3CC2)c(C#N)c(=O)n1NC(=O)OC(C)(C)C, O=C([O-])[O-], CN(C)C=O, O=S(=O)(OCC(F)(F)F)C(F)(F)F, [K+], [K+]. The product is Cc1nc(N2CCc3ccccc3CC2)c(C#N)c(=O)n1N(CC(F)(F)F)C(=O)OC(C)(C)C. As a reaction SMILES: [C:1]([CH3:2])([CH3:3])([CH3:4])[O:5][C:6]([NH:7][n:8]1[c:9]([CH3:28])[n:10][c:11]([N:17]2[CH2:18][CH2:19][c:20]3[c:21]([cH:24][cH:25][cH:26][cH:27]3)[CH2:22][CH2:23]2)[c:12]([C:15]#[N:16])[c:13]1=[O:14])=[O:29].[C:43](=[O:44])([O-:45])[O-:46].[CH3:49][N:50]([CH3:51])[CH:52]=[O:53].[F:30][C:31]([CH2:32][O:33][S:34]([C:35]([F:36])([F:37])[F:38])(=[O:39])=[O:40])([F:41])[F:42].[K+:47].[K+:48]>>[C:1]([CH3:2])([CH3:3])([CH3:4])[O:5][C:6]([N:7]([n:8]1[c:9]([CH3:28])[n:10][c:11]([N:17]2[CH2:18][CH2:19][c:20]3[c:21]([cH:24][cH:25][cH:26][cH:27]3)[CH2:22][CH2:23]2)[c:12]([C:15]#[N:16])[c:13]1=[O:14])[CH2:32][C:31]([F:30])([F:41])[F:42])=[O:29]. Starting materials: O=C1CCC(=O)N1Cl, CC(C)[Si](OC1CCC(c2cccc(F)c2F)C(O)c2cccnc21)(C(C)C)C(C)C, C1CCOC1, c1ccc(P(c2ccccc2)c2ccccc2)cc1. Product: CC(C)[Si](OC1CCC(c2cccc(F)c2F)C(Cl)c2cccnc21)(C(C)C)C(C)C. Reaction SMILES: [Cl:1][N:2]1[C:3](=[O:4])[CH2:5][CH2:6][C:7]1=[O:8].[F:28][c:29]1[c:30]([CH:36]2[CH:37]([OH:58])[c:38]3[c:39]([n:40][cH:41][cH:42][cH:43]3)[CH:44]([O:47][Si:48]([CH:49]([CH3:50])[CH3:51])([CH:52]([CH3:53])[CH3:54])[CH:55]([CH3:56])[CH3:57])[CH2:45][CH2:46]2)[cH:31][cH:32][cH:33][c:34]1[F:35].[O:59]1[CH2:60][CH2:61][CH2:62][CH2:63]1.[c:9]1([P:10]([c:11]2[cH:12][cH:13][cH:14][cH:15][cH:16]2)[c:17]2[cH:18][cH:19][cH:20][cH:21][cH:22]2)[cH:23][cH:24][cH:25][cH:26][cH:27]1>>[Cl:1][CH:37]1[CH:36]([c:30]2[c:29]([F:28])[c:34]([F:35])[cH:33][cH:32][cH:31]2)[CH2:46][CH2:45][CH:44]([O:47][Si:48]([CH:49]([CH3:50])[CH3:51])([CH:52]([CH3:53])[CH3:54])[CH:55]([CH3:56])[CH3:57])[c:39]2[c:38]1[cH:43][cH:42][cH:41][n:40]2. Reactants: S(=O)(=O)(OCCCCCCCC)[O-].[Na+] (sodium octyl sulfate), S([O-])(O)(=O)=O.COC1=C(C=CC(=C1)NC1=CC=CC=C1)[N+]#N (2-methoxy-4-(phenylamino)-benzenediazonium bisulfate). Solvent: O (water), O (water). Product: C(CCCCCCC)OS(=O)(=O)[O-].COC1=C(C=CC(=C1)NC1=CC=CC=C1)[N+]#N (2-methoxy-4-(phenylamino)-benzenediazonium octyl sulfate). Isolated yield 84.1%. As a reaction SMILES: [S:1]([O-:13])([O:4][CH2:5][CH2:6][CH2:7][CH2:8][CH2:9][CH2:10][CH2:11][CH3:12])(=[O:3])=[O:2].[Na+].S(=O)(=O)(O)[O-].[CH3:20][O:21][C:22]1[CH:27]=[C:26]([NH:28][C:29]2[CH:34]=[CH:33][CH:32]=[CH:31][CH:30]=2)[CH:25]=[CH:24][C:23]=1[N+:35]#[N:36]>O>[CH2:5]([O:4][S:1]([O-:13])(=[O:3])=[O:2])[CH2:6][CH2:7][CH2:8][CH2:9][CH2:10][CH2:11][CH3:12].[CH3:20][O:21][C:22]1[CH:27]=[C:26]([NH:28][C:29]2[CH:34]=[CH:33][CH:32]=[CH:31][CH:30]=2)[CH:25]=[CH:24][C:23]=1[N+:35]#[N:36] |f:0.1,2.3,5.6|. Procedure: 64.0 g of 35% sodium octyl sulfate (Aldrich, Milwaukee, Mich.) in water was slowly added in 31.0 g of 2-methoxy-4-(phenylamino)-benzenediazonium bisulfate (Diverstec, Fort Collins, Colo.) in 500 ml of water while stirring. The mixture was stored in dark at 0-5° C. for 5 hours. After decanting water, the resulting oil material was dissolved in 200 ml ethyl acetate. The solution was washed with 50 ml of 5% NaHCO3 and then with 50 ml of water. The organic layer was dried over anhydrous MgSO4 for 6 ...